From a dataset of the Open Reaction Database (ORD), a public repository of structured organic reaction records. describe an organic reaction: reactants, conditions, products, and yield Starting materials: O (Water), OC1=CC=C(C=N1)NC(C1=CC=C(C=C1)OC)=O (N-(6-hydroxy-pyridin-3-yl)-4-methoxy-benzamide), CN(C(=O)Cl)C1=CC=CC=C1 (N-methyl-N-phenylcarbamoyl chloride), N12CCN(CC1)CC2 (1,4-diazabicyclo[2,2,2]octane). Solvent: CCCCCCC (heptane), CN(C=O)C (dimethylformamide). Product: COC1=CC=C(C(=O)NC=2C=CC(=NC2)OC(N(C2=CC=CC=C2)C)=O)C=C1 (Methyl-phenyl-carbamic acid 5-(4-methoxy-benzoylamino)-pyridin-2-yl ester). The yield is 57.2%. RXN SMILES: [OH:1][C:2]1[N:7]=[CH:6][C:5]([NH:8][C:9](=[O:18])[C:10]2[CH:15]=[CH:14][C:13]([O:16][CH3:17])=[CH:12][CH:11]=2)=[CH:4][CH:3]=1.[CH3:19][N:20]([C:24]1[CH:29]=[CH:28][CH:27]=[CH:26][CH:25]=1)[C:21](Cl)=[O:22].N12CCN(CC1)CC2.O>CN(C)C=O.CCCCCCC>[CH3:17][O:16][C:13]1[CH:14]=[CH:15][C:10]([C:9]([NH:8][C:5]2[CH:4]=[CH:3][C:2]([O:1][C:21](=[O:22])[N:20]([CH3:19])[C:24]3[CH:29]=[CH:28][CH:27]=[CH:26][CH:25]=3)=[N:7][CH:6]=2)=[O:18])=[CH:11][CH:12]=1. Reported procedure: A solution of N-(6-hydroxy-pyridin-3-yl)-4-methoxy-benzamide (1.22 g, 5.00 mmol), N-methyl-N-phenylcarbamoyl chloride (0.85 g, 5.00 mmol) and 1,4-diazabicyclo[2,2,2]octane (0.56 g, 5.00 mmol) in dimethylformamide (20 mL) was stirred at room temperature for 2 hours. Water (100 mL) was added. The solids were isolated by suction and washed with water. Crystallisation from ethyl acetate:heptane yielded the title compound (1.08 g, 57% yield). Starting materials: Cc1c(NC(c2nnc(-c3ccc(C#N)cc3)o2)C(C)O[Si](C)(C)C(C)(C)C)ccc(C#N)c1C(F)(F)F, CCCC[N+](CCCC)(CCCC)CCCC, C1CCOC1, [F-]. Yields the product Cc1c(NC(c2nnc(-c3ccc(C#N)cc3)o2)C(C)O)ccc(C#N)c1C(F)(F)F. RXN SMILES: [C:1]([Si:2]([CH3:3])([CH3:4])[O:6][CH:7]([CH:8]([c:9]1[o:10][c:11](-[c:14]2[cH:15][cH:16][c:17]([C:20]#[N:21])[cH:18][cH:19]2)[n:12][n:13]1)[NH:22][c:23]1[c:24]([CH3:35])[c:25]([C:31]([F:32])([F:33])[F:34])[c:26]([C:27]#[N:28])[cH:29][cH:30]1)[CH3:36])([CH3:5])([CH3:37])[CH3:38].[CH2:40]([N+:41]([CH2:42][CH2:43][CH2:44][CH3:45])([CH2:46][CH2:47][CH2:48][CH3:49])[CH2:50][CH2:51][CH2:52][CH3:53])[CH2:54][CH2:55][CH3:56].[CH2:57]1[O:58][CH2:59][CH2:60][CH2:61]1.[F-:39]>>[OH:6][CH:7]([CH:8]([c:9]1[o:10][c:11](-[c:14]2[cH:15][cH:16][c:17]([C:20]#[N:21])[cH:18][cH:19]2)[n:12][n:13]1)[NH:22][c:23]1[c:24]([CH3:35])[c:25]([C:31]([F:32])([F:33])[F:34])[c:26]([C:27]#[N:28])[cH:29][cH:30]1)[CH3:36]. Starting materials: C(#N)C1=CC=C(CNC(C(OCC)C2=C(C(=CC=C2F)C=O)F)=O)C=C1 ((RS)-N-(4-cyano-benzyl)-2-(2,6-difluoro-3-formyl-phenyl)-2-ethoxy-acetamide), NC1=CC=CC=C1 (aniline), [BH4-].[Na+] (NaBH4). Run in CCO (EtOH). Run at temperature 0 celsius. The product is C(#N)C1=CC=C(CNC(C(OCC)C2=C(C(=CC=C2F)CNC2=CC=CC=C2)F)=O)C=C1 ((RS)-N-(4-cyano-benzyl)-2-(2,6-difluoro-3-phenylaminomethyl-phenyl)-2-ethoxy-acetamide). Isolated yield 76.9%. Reaction SMILES: [C:1]([C:3]1[CH:26]=[CH:25][C:6]([CH2:7][NH:8][C:9](=[O:24])[CH:10]([C:14]2[C:19]([F:20])=[CH:18][CH:17]=[C:16]([CH:21]=O)[C:15]=2[F:23])[O:11][CH2:12][CH3:13])=[CH:5][CH:4]=1)#[N:2].[NH2:27][C:28]1[CH:33]=[CH:32][CH:31]=[CH:30][CH:29]=1.[BH4-].[Na+]>CCO>[C:1]([C:3]1[CH:26]=[CH:25][C:6]([CH2:7][NH:8][C:9](=[O:24])[CH:10]([C:14]2[C:19]([F:20])=[CH:18][CH:17]=[C:16]([CH2:21][NH:27][C:28]3[CH:33]=[CH:32][CH:31]=[CH:30][CH:29]=3)[C:15]=2[F:23])[O:11][CH2:12][CH3:13])=[CH:5][CH:4]=1)#[N:2] |f:2.3|. Procedure details: To a solution of (RS)-N-(4-cyano-benzyl)-2-(2,6-difluoro-3-formyl-phenyl)-2-ethoxy-acetamide (250 mg, example 311.3) in EtOH (5 ml) was added aniline (64 mg). The suspension was stirred over night, then cooled to 0° C. and treated with NaBH4 (38 mg). The reaction mixture was stirred 1 h at 0° and 1 h at rt, then poured onto ice and extracted with EtOAc. The organic layer was dried over MgSO4, filtrated and concentrated. The crude product was purified by flash chromatography (cyclohexane/EtOAc 1:... Starting materials: C(C1=CC=CC=C1)N1N=C2C=CC3=C(C2=C1)CC12CCC(C(C(=C13)C(F)(F)F)=O)C2 (2-benzyl-6-(trifluoromethyl)-2,9,10,11-tetrahydro-8,10a-methanoazuleno[2,1-e]indazol-7(8H)-one), Cl (HCl), [H][H] (hydrogen). Reagents/catalysts: [Pd] (palladium on carbon), [Pd] (palladium on carbon). Solvent: O1CCOCC1 (dioxane). Conditions: time 45 minute. Product: FC(C=1C([C@@H]2CC[C@@]3(CC=4C=5C=NNC5C=CC4C13)C2)=O)(F)F ((rac)-(8R,10aS)-6-(trifluoromethyl)-3,9,10,11-tetrahydro-8,10a-methanoazuleno[2,1-e]indazol-7(8H)-one). RXN SMILES: C([N:8]1[CH:16]=[C:15]2[C:10]([CH:11]=[CH:12][C:13]3[C:24]4[C:18]5([CH2:30][CH:21]([C:22](=[O:29])[C:23]=4[C:25]([F:28])([F:27])[F:26])[CH2:20][CH2:19]5)[CH2:17][C:14]=32)=[N:9]1)C1C=CC=CC=1.Cl.[H][H]>O1CCOCC1.[Pd]>[F:27][C:25]([F:26])([F:28])[C:23]1[C:22](=[O:29])[C@H:21]2[CH2:30][C@@:18]3([C:24]=1[C:13]1[CH:12]=[CH:11][C:10]4[NH:9][N:8]=[CH:16][C:15]=4[C:14]=1[CH2:17]3)[CH2:19][CH2:20]2. Procedure: To a solution of 2-benzyl-6-(trifluoromethyl)-2,9,10,11-tetrahydro-8,10a-methanoazuleno[2,1-e]indazol-7(8H)-one (0.820 g, 2.00 mmol) in 50 mL of dioxane was added 12N aqueous HCl (0.170 mL, 2.00 mmol) followed by 30% palladium on carbon (0.250 g) and the stirred mixture was hydrogenated under balloon pressure of hydrogen. After 45 minutes, additional 30% palladium on carbon (0.090 g) was added. After hydrogenating for an additional 1 hour, the mixture was filtered through a pad of silica gel, wa... Reactants: ClC1=CC=C(C=C1)C(N[C@H](C)C1=CC(=CC=C1)F)C1=CC(=CC=C1)[N+](=O)[O-] (N-[(4-chlorophenyl)-(3-nitrophenyl)methyl]-N-[(R)-1-(3-fluorophenyl)ethyl]amine), [BH4-].[Na+] (sodium borohydride). The reagents and catalysts are O.O.O.O.O.O.[Ni](Cl)Cl (nickel chloride hexahydrate). Product: ClC1=CC=C(C=C1)C(C=1C=C(C=CC1)N)N[C@H](C)C1=CC(=CC=C1)F (3-{(4-Chlorophenyl)-[(R)-1-(3-fluorophenyl)ethylamino]methyl}phenylamine). The yield is 98.8%. RXN SMILES: [Cl:1][C:2]1[CH:7]=[CH:6][C:5]([CH:8]([C:19]2[CH:24]=[CH:23][CH:22]=[C:21]([N+:25]([O-])=O)[CH:20]=2)[NH:9][C@@H:10]([C:12]2[CH:17]=[CH:16][CH:15]=[C:14]([F:18])[CH:13]=2)[CH3:11])=[CH:4][CH:3]=1.[BH4-].[Na+]>O.O.O.O.O.O.[Ni](Cl)Cl>[Cl:1][C:2]1[CH:7]=[CH:6][C:5]([CH:8]([NH:9][C@@H:10]([C:12]2[CH:17]=[CH:16][CH:15]=[C:14]([F:18])[CH:13]=2)[CH3:11])[C:19]2[CH:20]=[C:21]([NH2:25])[CH:22]=[CH:23][CH:24]=2)=[CH:4][CH:3]=1 |f:1.2,3.4.5.6.7.8.9|. Procedure details: Following a similar procedure to that described in Example (1b), 1.23 g of N-[(4-chlorophenyl)-(3-nitrophenyl)methyl]-N-[(R)-1-(3-fluorophenyl)ethyl]amine [prepared as described in step (a) above], 1.52 g of nickel chloride hexahydrate and 509 mg of sodium borohydride were reacted, to obtain 1.12 g of the title compound as a pale yellow oil.